Dataset: the Open Reaction Database (ORD), a public repository of structured organic reaction records. Task: describe an organic reaction: reactants, conditions, products, and yield As a reaction SMILES: C(NC(C)C)(C)C.C([Li])CCC.[CH2:13]([O:15][C:16](=[O:24])[CH:17]([CH:19]1CCO[CH2:20]1)[CH3:18])[CH3:14].C(Br)=C.Cl.[O:29]1[CH2:33][CH2:32][CH2:31][CH2:30]1>>[CH2:13]([O:15][C:16](=[O:24])[C:17]([CH3:18])([CH:31]1[CH2:32][CH2:33][O:29][CH2:30]1)[CH:19]=[CH2:20])[CH3:14]. Reported procedure: A solution of N,N-diisopropylamine (1.28 mL, 9.1 mmol) in anhydrous tetrahydrofuran (15 mL) was cooled to −30° C. before adding n-butyllithium (3.22 mL, 8.08 mmol, 2.5 M in hexanes). The reaction mixture was stirred at −30° C. for 15 minutes before adding a solution of 2-(tetrahydro-furan-3-yl)-propionic acid ethyl ester (0.87 g, 5.05 mmol) in tetrahydrofuran (6 mL) dropwise over 3 minutes. The reaction mixture was stirred for a further 15 minutes at −30° C. before adding dibromobis(tributylphos... Yield: 24.0%. Reaction conditions: temperature -30 celsius, time 15 minute. Reactants: C(=C)Br (vinylbromide), dibromobis(tributylphosphine)palladium(II), C(C)OC(C(C)C1COCC1)=O (2-(tetrahydro-furan-3-yl)-propionic acid ethyl ester), O1CCCC1 (tetrahydrofuran), C(C)(C)NC(C)C (N,N-diisopropylamine), O1CCCC1 (tetrahydrofuran), C(CCC)[Li] (n-butyllithium), Cl (hydrochloric acid). Yields the product C(C)OC(C(C=C)(C1COCC1)C)=O (2-Methyl-2-(tetrahydro-furan-3-yl)-but-3-enoic acid ethyl ester). Reactants: CCOC(=O)c1cnc(CC(C)C)c(C)c1, CO, N. Product: Cc1cc(C(N)=O)cnc1CC(C)C. Reaction SMILES: [CH2:1]([O:3][C:4](=[O:2])[c:5]1[cH:6][n:7][c:8]([CH2:12][CH:13]([CH3:14])[CH3:15])[c:9]([CH3:11])[cH:10]1)[CH3:16].[CH3:18][OH:19].[NH3:17]>>[O:3]=[C:4]([c:5]1[cH:6][n:7][c:8]([CH2:12][CH:13]([CH3:14])[CH3:15])[c:9]([CH3:11])[cH:10]1)[NH2:17]. The reactants are NC1=C(C(=O)O)C=C(C=C1)OC (2-amino-5-methoxybenzoic acid), OC1CCN(CC1)C(=O)OC(C)(C)C (tert-butyl 4-hydroxytetrahydro-1(2H)-pyridinecarboxylate), C1(CCC1)=O (cyclobutanone), CN (methylamine), COC1=CC=C(C=O)C=C1 (4-methoxybenzaldehyde). The product is COC=1C=C2C(N(C(=NC2=CC1)C1=CC=C(C=C1)OC1CCN(CC1)C1CCC1)C)=O (6-Methoxy-3-methyl-2-[4-(1-cyclobutyl-4-piperidinyloxy)-phenyl]-4(3H)-quinazolinone). RXN SMILES: [NH2:1][C:2]1[CH:10]=[CH:9][C:8]([O:11][CH3:12])=[CH:7][C:3]=1[C:4]([OH:6])=O.[CH3:13][NH2:14].[CH3:15][O:16][C:17]1[CH:24]=[CH:23][C:20]([CH:21]=O)=[CH:19][CH:18]=1.OC1[CH2:31][CH2:30][N:29](C(OC(C)(C)C)=O)[CH2:28][CH2:27]1.[C:39]1(=O)[CH2:42][CH2:41][CH2:40]1>>[CH3:12][O:11][C:8]1[CH:7]=[C:3]2[C:2](=[CH:10][CH:9]=1)[N:1]=[C:21]([C:20]1[CH:23]=[CH:24][C:17]([O:16][CH:15]3[CH2:31][CH2:30][N:29]([CH:39]4[CH2:42][CH2:41][CH2:40]4)[CH2:28][CH2:27]3)=[CH:18][CH:19]=1)[N:14]([CH3:13])[C:4]2=[O:6]. Reported procedure: The entitled compound was obtained according to the method of Example 85 but using 2-amino-5-methoxybenzoic acid, methylamine, 4-methoxybenzaldehyde, tert-butyl 4-hydroxytetrahydro-1(2H)-pyridinecarboxylate, and cyclobutanone. Reactants: [OH-].[Na+] (sodium hydroxide), CON=C(C(=O)OCC)C1=CC=CC=C1 (ethyl α-methoxyiminophenylacetate), Cl (hydrochloric acid). As a reaction SMILES: [OH-].[Na+].[CH3:3][O:4][N:5]=[C:6]([C:12]1[CH:17]=[CH:16][CH:15]=[CH:14][CH:13]=1)[C:7]([O:9]CC)=[O:8].Cl>CO>[CH3:3][O:4][N:5]=[C:6]([C:12]1[CH:17]=[CH:16][CH:15]=[CH:14][CH:13]=1)[C:7]([OH:9])=[O:8] |f:0.1|. The solvent is CO (methanol). Procedure details: An aqueous solution of 0.90 g (22.6 mmol) of sodium hydroxide was added to a solution in methanol of 0.47 g (2.3 mmol) of ethyl α-methoxyiminophenylacetate (the less polar isomer prepared above). The resulting mixture was stirred overnight at room temperature. The reaction mixture was poured into 1N hydrochloric acid and extracted with ethyl acetate. The extract was dried over anhydrous magnesium sulfate and concentrated to give the title compound as a crude product, which was used in the subseq... Reaction conditions: time 8 hour. Product: CON=C(C(=O)O)C1=CC=CC=C1 (α-Methoxyiminophenylacetic acid), crude product. Starting materials: COc1cc2c(-c3cc4c(C=O)ccnc4n3S(=O)(=O)c3ccc(C)cc3)cn(C)c2cc1OC, COc1ccc(CN)c(OC)c1. Yields the product COc1ccc(CNCc2ccnc3c2cc(-c2cn(C)c4cc(OC)c(OC)cc24)n3S(=O)(=O)c2ccc(C)cc2)c(OC)c1. Reaction SMILES: [CH3:1][O:2][c:3]1[cH:4][c:5]2[c:6](-[c:15]3[cH:16][c:17]4[c:18]([n:19][cH:20][cH:21][c:22]4[CH:23]=[O:24])[n:25]3[S:26](=[O:27])(=[O:28])[c:29]3[cH:30][cH:31][c:32]([CH3:35])[cH:33][cH:34]3)[cH:7][n:8]([CH3:14])[c:9]2[cH:10][c:11]1[O:12][CH3:13].[CH3:36][O:37][c:38]1[c:39]([CH2:40][NH2:41])[cH:42][cH:43][c:44]([O:46][CH3:47])[cH:45]1>>[CH3:1][O:2][c:3]1[cH:4][c:5]2[c:6](-[c:15]3[cH:16][c:17]4[c:18]([n:19][cH:20][cH:21][c:22]4[CH2:23][NH:41][CH2:40][c:39]4[c:38]([O:37][CH3:36])[cH:45][c:44]([O:46][CH3:47])[cH:43][cH:42]4)[n:25]3[S:26](=[O:27])(=[O:28])[c:29]3[cH:30][cH:31][c:32]([CH3:35])[cH:33][cH:34]3)[cH:7][n:8]([CH3:14])[c:9]2[cH:10][c:11]1[O:12][CH3:13]. The reactants are Intermediate 116B, OC[C@H]1N(CC2=CC=CC=C2C1)C(C)=O ((S)-1-(3-(hydroxymethyl)-3,4-dihydroisoquinolin-2(1H)-yl)ethanone), OC[C@H]1N(CC2=CC=CC=C2C1)C(C)=O ((S)-1-(3-(hydroxymethyl)-3,4-dihydroisoquinolin-2(1H)-yl)ethanone), BrCCOCC1=CC=CC=C1 (((2-bromoethoxy)methyl)benzene). Product: C(C1=CC=CC=C1)OCCOC[C@H]1N(CC2=CC=CC=C2C1)C(C)=O ((S)-1-(3-((2-(Benzyloxy)ethoxy)methyl)-3,4-dihydroisoquinolin-2(1H)-yl)ethanone). Isolated yield 63.3%. As a reaction SMILES: [OH:1][CH2:2][C@@H:3]1[CH2:12][C:11]2[C:6](=[CH:7][CH:8]=[CH:9][CH:10]=2)[CH2:5][N:4]1[C:13](=[O:15])[CH3:14].Br[CH2:17][CH2:18][O:19][CH2:20][C:21]1[CH:26]=[CH:25][CH:24]=[CH:23][CH:22]=1>>[CH2:20]([O:19][CH2:18][CH2:17][O:1][CH2:2][C@@H:3]1[CH2:12][C:11]2[C:6](=[CH:7][CH:8]=[CH:9][CH:10]=2)[CH2:5][N:4]1[C:13](=[O:15])[CH3:14])[C:21]1[CH:26]=[CH:25][CH:24]=[CH:23][CH:22]=1. Procedure: Following a procedure analogous to that for the synthesis of Intermediate 116B, (S)-1-(3-(hydroxymethyl)-3,4-dihydroisoquinolin-2(1H)-yl)ethanone (Intermediate 116A, 40.0 mg, 0.20 mmol) and ((2-bromoethoxy)methyl)benzene (92 μl, 0.58 mmol) were converted to the title compound (43 mg, 65%) after purification by flash column chromatography (gradient from 0% to 50% EtOAc/hexanes). 1H NMR (CDCl3, 2:1 mixture of amide rotamers) δ 7.41-7.25 (m, 5H), 7.24-7.06 (m, 4H), 5.10 (d, J=18.0 Hz, 1H), 4.66-4.4...